This data is from the Open Reaction Database (ORD), a public repository of structured organic reaction records. The task is: describe an organic reaction: reactants, conditions, products, and yield Starting materials: BrC1=CN=C(C(=N1)NCCN1CCOCC1)N (6-Bromo-N2-(2-morpholinoethyl)pyrazine-2,3-diamine), BrC=1N=C(C(=NC1)N)N (5-bromopyrazine-2,3-diamine), O1CCN(CC1)CCN (2-morpholinoethanamine), C(C)(C)N(CC)C(C)C (diisopropylethylamine), C(CCC)O (n-butanol). The product is OC1=CC=C(C=C1)C1=CN=C2C(=N1)N(C(N2)=O)CCN2CCOCC2 (6-(4-HYDROXYPHENYL)-1-(2-MORPHOLINOETHYL)-1H-IMIDAZO[4,5-B]PYRAZIN-2(3H)-ONE). Isolated yield 88.0%. RXN SMILES: Br[C:2]1[N:7]=[C:6]([NH:8][CH2:9][CH2:10][N:11]2[CH2:16][CH2:15][O:14][CH2:13][CH2:12]2)[C:5]([NH2:17])=[N:4][CH:3]=1.BrC1N=[C:21](N)[C:22](N)=NC=1.[O:27]1CCN(CCN)C[CH2:28]1.C(N(C(C)C)CC)(C)C.[CH2:45]([OH:49])[CH2:46][CH2:47][CH3:48]>>[OH:49][C:45]1[CH:22]=[CH:21][C:48]([C:2]2[N:7]=[C:6]3[N:8]([CH2:9][CH2:10][N:11]4[CH2:16][CH2:15][O:14][CH2:13][CH2:12]4)[C:28](=[O:27])[NH:17][C:5]3=[N:4][CH:3]=2)=[CH:47][CH:46]=1. Procedure: 6-Bromo-N2-(2-morpholinoethyl)pyrazine-2,3-diamine. In a sealed tube, a solution of 5-bromopyrazine-2,3-diamine (5.0 g, 19.7 mmol), 2-morpholinoethanamine (5.14 g, 39.5 mmol), diisopropylethylamine (6.9 mL, 39.5 mmol) in n-butanol (100 mL) was heated at 120° C. for 17 h. The volatiles were removed under reduced pressure. The residue was taken up in hexanes and diethylether and sonicated. The resulting precipitate was collected by filtration to provide the title compound (5.23 g, 88%). MS (ESI) m... Reactants: C(C)OC(CC=1C=C2CC(CC2=CC1)CNS(=O)(=O)C1=CC=CC=C1)=O (ethyl[2-(phenylsulfonylaminomethyl)-indan-5-yl]acetate), [OH-].[Na+] (sodium hydroxide). Run in CO (methanol). Conditions: time 1 hour. Yields the product C1(=CC=CC=C1)S(=O)(=O)NCC1CC2=CC=C(C=C2C1)CC(=O)O ([2-(phenylsulfonylaminomethyl)indan-5-yl]acetic acid). Yield: 87.0%. Reaction SMILES: C([O:3][C:4](=[O:26])[CH2:5][C:6]1[CH:7]=[C:8]2[C:12](=[CH:13][CH:14]=1)[CH2:11][CH:10]([CH2:15][NH:16][S:17]([C:20]1[CH:25]=[CH:24][CH:23]=[CH:22][CH:21]=1)(=[O:19])=[O:18])[CH2:9]2)C.[OH-].[Na+]>CO>[C:20]1([S:17]([NH:16][CH2:15][CH:10]2[CH2:9][C:8]3[C:12](=[CH:13][CH:14]=[C:6]([CH2:5][C:4]([OH:26])=[O:3])[CH:7]=3)[CH2:11]2)(=[O:19])=[O:18])[CH:21]=[CH:22][CH:23]=[CH:24][CH:25]=1 |f:1.2|. Reported procedure: 844 mg (2.26 mmol) of ethyl[2-(phenylsulfonylaminomethyl)-indan-5-yl]acetate was dissolved in 3 ml of methanol, to which was added 5 ml of 1N sodium hydroxide and stirred for 1 hour at room temperature. Methanol was removed and the aqueous phase was washed with chloroform, and added with 1N hydrochloric acid for making the system acidic. The precipitates were extracted with ethyl acetate, dried and condensed. The residue was recrystallized from ethyl acetate to obtain 679 mg crystals. Yield: 87% Starting materials: C1CCOC1, CS(=O)(=O)c1cccc(-c2ccc(-n3cc(C4CCCN4)nc3-c3ccccc3C(F)(F)F)cc2)c1, CC(=O)Cl, c1ccncc1. Yields the product CC(=O)N1CCCC1c1cn(-c2ccc(-c3cccc(S(C)(=O)=O)c3)cc2)c(-c2ccccc2C(F)(F)F)n1. As a reaction SMILES: [CH2:47]1[O:48][CH2:49][CH2:50][CH2:51]1.[CH3:1][S:2](=[O:3])(=[O:4])[c:5]1[cH:6][c:7](-[c:11]2[cH:12][cH:13][c:14](-[n:17]3[c:18](-[c:27]4[c:28]([C:33]([F:34])([F:35])[F:36])[cH:29][cH:30][cH:31][cH:32]4)[n:19][c:20]([CH:22]4[NH:23][CH2:24][CH2:25][CH2:26]4)[cH:21]3)[cH:15][cH:16]2)[cH:8][cH:9][cH:10]1.[CH3:43][C:44]([Cl:45])=[O:46].[cH:37]1[cH:38][cH:39][n:40][cH:41][cH:42]1>>[CH3:1][S:2](=[O:3])(=[O:4])[c:5]1[cH:6][c:7](-[c:11]2[cH:12][cH:13][c:14](-[n:17]3[c:18](-[c:27]4[c:28]([C:33]([F:34])([F:35])[F:36])[cH:29][cH:30][cH:31][cH:32]4)[n:19][c:20]([CH:22]4[N:23]([C:44]([CH3:43])=[O:46])[CH2:24][CH2:25][CH2:26]4)[cH:21]3)[cH:15][cH:16]2)[cH:8][cH:9][cH:10]1. The reactants are COC(=O)Cc1cc(C(=O)c2ccc(OCC(C)C)cc2OCCC(C)C)ccc1OCC(C)C, CO, ClC(Cl)Cl, Cl, [Na+], [OH-], O. The product is CC(C)CCOc1cc(OCC(C)C)ccc1C(=O)c1ccc(OCC(C)C)c(CC(=O)O)c1. As a reaction SMILES: [CH2:1]([CH:2]([CH3:3])[CH3:4])[O:5][c:6]1[cH:7][c:8]([O:30][CH2:31][CH2:32][CH:33]([CH3:34])[CH3:35])[c:9]([C:10](=[O:11])[c:12]2[cH:13][cH:14][c:15]([O:23][CH2:24][CH:25]([CH3:26])[CH3:27])[c:16]([CH2:18][C:19](=[O:20])[O:21][CH3:22])[cH:17]2)[cH:28][cH:29]1.[CH3:43][OH:44].[CH:38]([Cl:39])([Cl:40])[Cl:41].[ClH:42].[Na+:37].[OH-:36].[OH2:45]>>[CH2:1]([CH:2]([CH3:3])[CH3:4])[O:5][c:6]1[cH:7][c:8]([O:30][CH2:31][CH2:32][CH:33]([CH3:34])[CH3:35])[c:9]([C:10](=[O:11])[c:12]2[cH:13][cH:14][c:15]([O:23][CH2:24][CH:25]([CH3:26])[CH3:27])[c:16]([CH2:18][C:19](=[O:20])[OH:21])[cH:17]2)[cH:28][cH:29]1. Starting materials: C(C1=CC=CC=C1)C1=NC(=NO1)CSC1=CC=C(CCNC(OC(C)(C)C)=O)C=C1 (tert-butyl 4-{[(5-benzyl-1,2,4-oxadiazol-3-yl)methyl]sulfanyl}phenethylcarbamate), C1=CC(=CC(=C1)Cl)C(=O)OO (mCPBA). The solvent is ClCCl (dichloromethane), ClCCl (dichloromethane). Conditions: time 1 hour. Product: C(C1=CC=CC=C1)C1=NC(=NO1)CS(=O)C1=CC=C(CCNC(OC(C)(C)C)=O)C=C1 (tert-butyl 4-{[(5-benzyl-1,2,4-oxadiazol-3-yl)methyl]sulfinyl}phenethylcarbamate). The yield is 89.4%. Reaction SMILES: [CH2:1]([C:8]1[O:12][N:11]=[C:10]([CH2:13][S:14][C:15]2[CH:30]=[CH:29][C:18]([CH2:19][CH2:20][NH:21][C:22](=[O:28])[O:23][C:24]([CH3:27])([CH3:26])[CH3:25])=[CH:17][CH:16]=2)[N:9]=1)[C:2]1[CH:7]=[CH:6][CH:5]=[CH:4][CH:3]=1.C1C=C(Cl)C=C(C(OO)=[O:39])C=1>ClCCl>[CH2:1]([C:8]1[O:12][N:11]=[C:10]([CH2:13][S:14]([C:15]2[CH:16]=[CH:17][C:18]([CH2:19][CH2:20][NH:21][C:22](=[O:28])[O:23][C:24]([CH3:26])([CH3:27])[CH3:25])=[CH:29][CH:30]=2)=[O:39])[N:9]=1)[C:2]1[CH:3]=[CH:4][CH:5]=[CH:6][CH:7]=1. Reported procedure: To a solution of the sulfide of Example 20 (1.00 g, 2.35 mmol) in dichloromethane (12 mL) at 0° C. was added purified mCPBA (0.423 g, 2.45 mmol) in dichloromethane (5 mL). After 1 h the ice/water bath was remove and the reaction was run for 1 h more. TLC shows no starting material and one slower running product spot. Additional dichloromethane was added and the mixture was washed with dilute aqueous sodium dithionite (1×) followed by 50% aqueous sodium bicarbonate (2×). The organic phase was dri... RXN SMILES: [F:1][C:2]1[CH:7]=[CH:6][C:5]([NH:8][C:9]([C:11]2([C:14]([OH:16])=O)[CH2:13][CH2:12]2)=[O:10])=[CH:4][CH:3]=1.S(Cl)(Cl)=O.[NH2:21][C:22]1[CH:37]=[CH:36][C:25]([O:26][C:27]2[CH:32]=[CH:31][N:30]=[C:29]([C:33]([NH2:35])=[O:34])[CH:28]=2)=[CH:24][C:23]=1[F:38]>O1CCCC1.C(N(CC)CC)C>[F:38][C:23]1[CH:24]=[C:25]([CH:36]=[CH:37][C:22]=1[NH:21][C:14]([C:11]1([C:9](=[O:10])[NH:8][C:5]2[CH:4]=[CH:3][C:2]([F:1])=[CH:7][CH:6]=2)[CH2:12][CH2:13]1)=[O:16])[O:26][C:27]1[CH:32]=[CH:31][N:30]=[C:29]([C:33]([NH2:35])=[O:34])[CH:28]=1. Procedure: To a solution of 1-(4-fluorophenylaminocarbonyl)cyclopropanecarboxylic acid (1.45 g) in tetrahydrofuran (14.5 ml) was added dropwise triethylamine (1.13 ml) under a nitrogen atmosphere while cooling in an ice water bath, followed by stirring for 15 min. To the reaction mixture was added thionyl chloride (0.473 ml), followed by stirring at the same temperature for 1.5 hr. To the reaction mixture were added a solution of 4-(4-amino-3-fluorophenoxy)pyridine-2-carboxamide (1.0 g) in tetrahydrofuran ... Isolated yield 54.2%. The product is FC=1C=C(OC2=CC(=NC=C2)C(=O)N)C=CC1NC(=O)C1(CC1)C(NC1=CC=C(C=C1)F)=O (4-(3-Fluoro-4-{[1-(4-fluorophenylcarbamoyl)cyclopropanecarbonyl]amino}phenoxy)pyridine-2-carboxamide). Run in O1CCCC1 (tetrahydrofuran), C(C)N(CC)CC (triethylamine), O1CCCC1 (tetrahydrofuran), C(C)N(CC)CC (triethylamine). Reactants: S(=O)(Cl)Cl (thionyl chloride), NC1=C(C=C(OC2=CC(=NC=C2)C(=O)N)C=C1)F (4-(4-amino-3-fluorophenoxy)pyridine-2-carboxamide), FC1=CC=C(C=C1)NC(=O)C1(CC1)C(=O)O (1-(4-fluorophenylaminocarbonyl)cyclopropanecarboxylic acid). Run at time 15 minute.